Dataset: the Open Reaction Database (ORD), a public repository of structured organic reaction records. Task: describe an organic reaction: reactants, conditions, products, and yield Reactants: COC=1C=C(C=CC1)Br (3-methoxy-bromobenzene), CCCCCC (hexane), N1=CC=C(C2=CC=CC=C12)C=O (quinoline-4-carbaldehyde), C(C)(=O)O (acetic acid), O (water). Run in O1CCCC1 (tetrahydrofuran), O1CCCC1 (tetrahydrofuran). Run at time 1 hour. Yields the product C(C1=CC=CC=C1)OC1=C(C=C(C=C1)C(O)C1=CC=NC2=CC=CC=C12)OC (α-[4(benzyloxy)-3-methoxyphenyl]-4-quinolinemethanol). Reaction SMILES: [CH3:1][O:2][C:3]1[CH:4]=[C:5](Br)[CH:6]=[CH:7][CH:8]=1.[N:10]1[C:19]2[C:14](=[CH:15][CH:16]=[CH:17][CH:18]=2)[C:13]([CH:20]=[O:21])=[CH:12][CH:11]=1.O.[C:23]([OH:26])(=O)C.[CH3:27][CH2:28][CH2:29][CH2:30][CH2:31][CH3:32]>O1CCCC1>[CH2:1]([O:2][C:3]1[CH:4]=[CH:5][C:6]([CH:20]([C:13]2[C:14]3[C:19](=[CH:18][CH:17]=[CH:16][CH:15]=3)[N:10]=[CH:11][CH:12]=2)[OH:21])=[CH:7][C:8]=1[O:26][CH3:23])[C:29]1[CH:28]=[CH:27][CH:32]=[CH:31][CH:30]=1. Reported procedure: 25 ml of tert.-butylithium solution (1.4M in hexane) are added dropwise at -70° within 10 minutes to 10 g of 4-benzyloxy)-3-methoxy-bromobenzene dissolved in 100 ml of tetrahydrofuran. After stirring at -70° for 1 hour, 5 g of quinoline-4-carbaldehyde dissolved in 50 ml of tetrahydrofuran are added dropwise within 30 minutes. The reaction mixture is stirred at -40° for 1 hour and at -5° for 1 hour, poured into 200 ml of water and adjusted to pH 4 with glacial acetic acid. The mixture is extracte... Starting materials: CCO, [H][H], [Pd], CCC1CN(C(c2ccccc2)c2ccccc2)C1C(=O)O. Yields the product CCC1CNC1C(=O)O. As a reaction SMILES: [CH3:26][CH2:27][OH:28].[H:23][H:24].[Pd:25].[c:1]1([CH:2]([c:3]2[cH:4][cH:5][cH:6][cH:7][cH:17]2)[N:8]2[CH:9]([C:14](=[O:15])[OH:16])[CH:10]([CH2:12][CH3:13])[CH2:11]2)[cH:18][cH:19][cH:20][cH:21][cH:22]1>>[NH:8]1[CH:9]([C:14](=[O:15])[OH:16])[CH:10]([CH2:12][CH3:13])[CH2:11]1. Starting materials: Cl.N[C@](CO)(CCC)C ((S)-2-amino-2-methyl-pentan-1-ol hydrochloride), FC(C[C@@H](C(=O)O)NC(=O)N1CCOCC1)(CC1=CC=CC=C1)F ((S)-4,4-difluoro-2-[(morpholine-4-carbonyl)-amino]-5-phenyl-pentanoic acid), CCN=C=NCCCN(C)C (EDCI), C=1C=CC2=C(C1)N=NN2O (HOBT), C(C)(C)N(CC)C(C)C (Diisopropyl ethylamine). Run in CN(C)C=O (DMF), C(C)(=O)OCC (ethyl acetate). Run at time 8 hour. The product is FC(C[C@@H](C(N[C@](CCC)(C)CO)=O)NC(=O)N1CCOCC1)(CC1=CC=CC=C1)F (morpholine-4-carboxylic acid [(S)-3,3-difluoro-1-((S)-1-hydroxymethyl-1-methyl-butylcarbamoyl)-4-phenyl-butyl]-amide). Isolated yield 75.4%. As a reaction SMILES: Cl.[NH2:2][C@@:3]([CH3:9])([CH2:6][CH2:7][CH3:8])[CH2:4][OH:5].[F:10][C:11]([F:33])([CH2:26][C:27]1[CH:32]=[CH:31][CH:30]=[CH:29][CH:28]=1)[CH2:12][C@H:13]([NH:17][C:18]([N:20]1[CH2:25][CH2:24][O:23][CH2:22][CH2:21]1)=[O:19])[C:14](O)=[O:15].CCN=C=NCCCN(C)C.C1C=CC2N(O)N=NC=2C=1.C(N(C(C)C)CC)(C)C>CN(C=O)C.C(OCC)(=O)C>[F:33][C:11]([F:10])([CH2:26][C:27]1[CH:32]=[CH:31][CH:30]=[CH:29][CH:28]=1)[CH2:12][C@H:13]([NH:17][C:18]([N:20]1[CH2:21][CH2:22][O:23][CH2:24][CH2:25]1)=[O:19])[C:14](=[O:15])[NH:2][C@@:3]([CH2:4][OH:5])([CH3:9])[CH2:6][CH2:7][CH3:8] |f:0.1|. Procedure: A mixture of (S)-2-amino-2-methyl-pentan-1-ol hydrochloride (104.4 mg, 0.67 mmol), (S)-4,4-difluoro-2-[(morpholine-4-carbonyl)-amino]-5-phenyl-pentanoic acid (231 mg, 0.67 mmol), EDCI (154 mg, 0.8 mmol), HOBT (108 mg, 0.8 mmol) and Diisopropyl ethylamine (0.23 mL) in DMF (2 mL) is stirred at room temperature overnight. The reaction mixture is diluted with ethyl acetate, washed with cold 1N HCl, saturated NaHCO3 and then saturated NaCl solution. The organic phase is dried over MgSO4 and solvent e... Procedure details: This compound was prepared according to the procedure used to synthesize the compound of Example 1. A mixture of 3.2 g (0.01 mole) of α,α-bis(4-methoxypenyl)-4-piperidinemethanol, 2.4 g (0.01 mole) of 1-[4-(3-chloropropoxy)-3-methoxyphenyl]ethanone, 3.7 g (0.035 mole) of anhydrous sodium carbonate and 0.4 g of potassium iodide in 100 ml of 1-butanol gave a gum as residue. The gum was purified by columm chromatography on 100 g of Florisil®. Fractions eluted with 5-40% acetone in benzene were comb... The solvent is C(CCC)O (1-butanol). The product is C(C(=O)O)(=O)O.COC1=CC=C(C=C1)C(C1CCN(CC1)CCCOC1=C(C=C(C=C1)C(C)=O)OC)(O)C1=CC=C(C=C1)OC (1-[4-[3-[4-[Bis(4-methoxyphenyl)hydroxymethyl]-1-piperidinyl]propoxy]-3-methoxyphenyl]ethanone oxalate). Starting materials: C(C(=O)O)(=O)O.C1(=CC=CC=C1)C(=C1CCN(CC1)CCCOC1=CC=CC=C1)C1=CC=CC=C1 (4-(Diphenylmethylene)-1-(3-phenoxypropyl)piperidine oxalate), COC1=CC=C(C=C1)C(O)(C1CCNCC1)C1=CC=C(C=C1)OC (α,α-bis(4-methoxypenyl)-4-piperidinemethanol), ClCCCOC1=C(C=C(C=C1)C(C)=O)OC (1-[4-(3-chloropropoxy)-3-methoxyphenyl]ethanone), C([O-])([O-])=O.[Na+].[Na+] (sodium carbonate), [I-].[K+] (potassium iodide), C(C(=O)O)(=O)O (oxalic acid). Reaction SMILES: [C:1]([OH:6])(=[O:5])[C:2]([OH:4])=[O:3].C1(C(C2C=CC=CC=2)=C2CCN(CCCOC3C=CC=CC=3)CC2)C=CC=CC=1.[CH3:36][O:37][C:38]1[CH:43]=[CH:42][C:41]([C:44]([C:52]2[CH:57]=[CH:56][C:55]([O:58][CH3:59])=[CH:54][CH:53]=2)([CH:46]2[CH2:51][CH2:50][NH:49][CH2:48][CH2:47]2)[OH:45])=[CH:40][CH:39]=1.Cl[CH2:61][CH2:62][CH2:63][O:64][C:65]1[CH:70]=[CH:69][C:68]([C:71](=[O:73])[CH3:72])=[CH:67][C:66]=1[O:74][CH3:75].C(=O)([O-])[O-].[Na+].[Na+].[I-].[K+].C(O)(=O)C(O)=O>C(O)CCC>[C:1]([OH:6])(=[O:5])[C:2]([OH:4])=[O:3].[CH3:59][O:58][C:55]1[CH:54]=[CH:53][C:52]([C:44]([C:41]2[CH:42]=[CH:43][C:38]([O:37][CH3:36])=[CH:39][CH:40]=2)([OH:45])[CH:46]2[CH2:51][CH2:50][N:49]([CH2:61][CH2:62][CH2:63][O:64][C:65]3[CH:70]=[CH:69][C:68]([C:71](=[O:73])[CH3:72])=[CH:67][C:66]=3[O:74][CH3:75])[CH2:48][CH2:47]2)=[CH:57][CH:56]=1 |f:0.1,4.5.6,7.8,11.12|. The reactants are [N+](=O)([O-])C1=CC=C(N)C=C1 (4-nitroaniline), ClCCCS(=O)(=O)Cl (3-chloropropanesulfonyl chloride). As a reaction SMILES: [N+:1]([C:4]1[CH:10]=[CH:9][C:7]([NH2:8])=[CH:6][CH:5]=1)([O-:3])=[O:2].[Cl:11][CH2:12][CH2:13][CH2:14][S:15](Cl)(=[O:17])=[O:16]>N1C=CC=CC=1>[N+:1]([C:4]1[CH:10]=[CH:9][C:7]([NH:8][S:15]([CH2:14][CH2:13][CH2:12][Cl:11])(=[O:17])=[O:16])=[CH:6][CH:5]=1)([O-:3])=[O:2]. The solvent is N1=CC=CC=C1 (pyridine). Procedure: A solution of 5.00 g (36.2 mmol) of 4-nitroaniline and 6.41 g (36.2 mmol) of 3-chloropropanesulfonyl chloride in 20 ml of pyridine is stirred overnight at room temperature. The reaction mixture is then poured onto ice. The precipitate which deposits in the process is filtered off with suction and dried, giving N-(4-nitrophenyl)-3-chloropropane-1-sulfonamide as a yellowish solid; ESI 279. The product is [N+](=O)([O-])C1=CC=C(C=C1)NS(=O)(=O)CCCCl (N-(4-nitrophenyl)-3-chloropropane-1-sulfonamide). The yield is 1.6%. The product is O=C1NC(=C(C(N1)C1=CC=C(C(=O)O)C=C1)C1=CC=CC=C1)C1=CC=CC=C1 (4-(2-oxo-5,6-diphenyl-1,2,3,4-tetrahydropyrimidin-4-yl)benzoic acid). Run at temperature 85 celsius, time 3 day. The solvent is CCO (EtOH). Procedure details: To a solution of 1,2-diphenylethanone (392 mg, 2.0 mmol), 4-formylbenzoic acid (274 mg, 1.8 mmol) and urea (324 mg, 5.4 mmol) in EtOH (40 mL) was added concentrated HCl (0.17 mL). The mixture was stirred at 85° C. for 3 days. The volatiles were removed under reduced pressure and standard aqueous/EtOAc workup procedure was followed. Purification by inverse-phase column to afford Compound 90 as a tan powder (11 mg, 2%). 1H NMR (MeOH-d4 500 MHz TMS): δ 7.99 (d, J=7.0 Hz, 2H), 7.47 (d, J=7.0 Hz, 2H)... As a reaction SMILES: [C:1]1([C:7](=O)[CH2:8][C:9]2[CH:14]=[CH:13][CH:12]=[CH:11][CH:10]=2)[CH:6]=[CH:5][CH:4]=[CH:3][CH:2]=1.[CH:16]([C:18]1[CH:26]=[CH:25][C:21]([C:22]([OH:24])=[O:23])=[CH:20][CH:19]=1)=O.[NH2:27][C:28]([NH2:30])=[O:29].Cl>CCO>[O:29]=[C:28]1[NH:30][CH:16]([C:18]2[CH:26]=[CH:25][C:21]([C:22]([OH:24])=[O:23])=[CH:20][CH:19]=2)[C:8]([C:9]2[CH:14]=[CH:13][CH:12]=[CH:11][CH:10]=2)=[C:7]([C:1]2[CH:6]=[CH:5][CH:4]=[CH:3][CH:2]=2)[NH:27]1. The reactants are C1(=CC=CC=C1)C(CC1=CC=CC=C1)=O (1,2-diphenylethanone), C(=O)C1=CC=C(C(=O)O)C=C1 (4-formylbenzoic acid), NC(=O)N (urea), Cl (HCl). Reactants: O1CCN(CC1)C1=NC(=NC(=N1)N1CCOCC1)N1C(CC(CC1(C)C)=O)(C)C (2,4-Dimorpholino-6-(4-oxo-2,2,6,6-tetramethylpiperidin-1-yl)-1,3,5-triazine), O1CCN(CC1)C1=NC(=NC(=N1)N1CCOCC1)N1C(CC(CC1(C)C)=O)(C)C (2,4-Dimorpholino-6-(4-oxo-2,2,6,6-tetramethylpiperidin-1-yl)-1,3,5-triazine). The reagents and catalysts are [Ni] (Raney nickel). The solvent is O1CCCC1 (tetrahydrofuran). Yields the product O1CCN(CC1)C1=NC(=NC(=N1)N1CCOCC1)N1C(CC(CC1(C)C)O)(C)C (2,4-Dimorpholino-6-(4-hydroxy-2,2,6,6-tetramethylpiperidin-1-yl)-1,3,5-triazine). RXN SMILES: [O:1]1[CH2:6][CH2:5][N:4]([C:7]2[N:12]=[C:11]([N:13]3[CH2:18][CH2:17][O:16][CH2:15][CH2:14]3)[N:10]=[C:9]([N:19]3[C:24]([CH3:26])([CH3:25])[CH2:23][C:22](=[O:27])[CH2:21][C:20]3([CH3:29])[CH3:28])[N:8]=2)[CH2:3][CH2:2]1>O1CCCC1.[Ni]>[O:1]1[CH2:2][CH2:3][N:4]([C:7]2[N:12]=[C:11]([N:13]3[CH2:14][CH2:15][O:16][CH2:17][CH2:18]3)[N:10]=[C:9]([N:19]3[C:20]([CH3:28])([CH3:29])[CH2:21][CH:22]([OH:27])[CH2:23][C:24]3([CH3:26])[CH3:25])[N:8]=2)[CH2:5][CH2:6]1. Reported procedure: 5 g of 2,4-dimorpholino-6-(4-oxo-2,2,6,6-tetramethylpiperidin-1-yl)-1,3,5-triazine (product from Example 21) are hydrogenated in 100 ml of tetrahydrofuran at 60° and a pressure of 100 bar until the reaction stops using Raney nickel as the catalyst. The reaction mixture is filtered, the solution is evaporated and the residue is recrystallized from 20 ml of toluene. The above substance is produced as white crystals which melt at 202°-204°.